This data is from the Open Reaction Database (ORD), a public repository of structured organic reaction records. The task is: describe an organic reaction: reactants, conditions, products, and yield The reactants are Cc1ccc2nnc(Sc3ccnc4ccc(Br)cc34)n2n1, Cc1ccc2nnc(S)n2n1, Cn1cnnc1S, CCN(C(C)C)C(C)C, Clc1ccnc2ccc(Br)cc12, Cc1ccc2nnc(Sc3ccc4nccc(Cl)c4c3)n2n1, O=C(C=Cc1ccccc1)C=Cc1ccccc1, O=C(C=Cc1ccccc1)C=Cc1ccccc1, CN(C)C=O, O=C(C=Cc1ccccc1)C=Cc1ccccc1, [Pd], [Pd]. Yields the product Cc1ccc2nnc(Sc3ccc4nccc(Sc5nncn5C)c4c3)n2n1. As a reaction SMILES: [Br:55][c:56]1[cH:57][c:58]2[c:59]([cH:60][cH:61]1)[n:62][cH:63][cH:64][c:65]2[S:66][c:67]1[n:68]2[n:69][c:70]([CH3:71])[cH:72][cH:73][c:74]2[n:75][n:76]1.[CH3:22][c:23]1[cH:24][cH:25][c:26]2[n:27]([c:28]([SH:29])[n:30][n:31]2)[n:32]1.[CH3:77][n:78]1[c:79]([SH:83])[n:80][n:81][cH:82]1.[CH:13]([N:14]([CH:15]([CH3:16])[CH3:17])[CH2:18][CH3:19])([CH3:20])[CH3:21].[Cl:1][c:2]1[c:3]2[c:4]([cH:5][cH:6][c:7]([Br:8])[cH:9]2)[n:10][cH:11][cH:12]1.[Cl:33][c:34]1[cH:35][cH:36][n:37][c:38]2[cH:39][cH:40][c:41]([S:44][c:45]3[n:46][n:47][c:48]4[n:49]3[n:50][c:51]([CH3:54])[cH:52][cH:53]4)[cH:42][c:43]12.[O:109]=[C:110]([CH:111]=[CH:112][c:113]1[cH:114][cH:115][cH:116][cH:117][cH:118]1)[CH:119]=[CH:120][c:121]1[cH:122][cH:123][cH:124][cH:125][cH:126]1.[O:127]=[C:128]([CH:129]=[CH:130][c:131]1[cH:132][cH:133][cH:134][cH:135][cH:136]1)[CH:137]=[CH:138][c:139]1[cH:140][cH:141][cH:142][cH:143][cH:144]1.[O:84]=[CH:85][N:86]([CH3:87])[CH3:88].[O:91]=[C:92]([CH:93]=[CH:94][c:95]1[cH:96][cH:97][cH:98][cH:99][cH:100]1)[CH:101]=[CH:102][c:103]1[cH:104][cH:105][cH:106][cH:107][cH:108]1.[Pd:89].[Pd:90]>>[c:34]1([S:83][c:79]2[n:78]([CH3:77])[cH:82][n:81][n:80]2)[cH:35][cH:36][n:37][c:38]2[cH:39][cH:40][c:41]([S:44][c:45]3[n:46][n:47][c:48]4[n:49]3[n:50][c:51]([CH3:54])[cH:52][cH:53]4)[cH:42][c:43]12. Starting materials: C(C1=CC=CC=C1)OC=1C(=C(N2C1C(N(CC2)CC2=CC=C(C=C2)F)=O)Br)C(=O)OCC (Ethyl 8-(benzyloxy)-6-bromo-2-(4-fluorobenzyl)-1-oxo-1,2,3,4-tetrahydropyrrolo[1,2-a]-pyrazine-7-carboxylate), C1(=CC=CC=C1)P(C1=CC=CC=C1)C1=CC=CC=C1 (triphenylphosphine), CN(C)C=O (DMF). The reagents and catalysts are [C-]#N.[Zn+2].[C-]#N (zinc cyanide), C=1C=CC(=CC1)/C=C/C(=O)/C=C/C2=CC=CC=C2.C=1C=CC(=CC1)/C=C/C(=O)/C=C/C2=CC=CC=C2.C=1C=CC(=CC1)/C=C/C(=O)/C=C/C2=CC=CC=C2.[Pd].[Pd] (tris(dibenzylideneacetone)dipalladium). Conditions: temperature 100 celsius. The product is C(C1=CC=CC=C1)OC=1C(=C(N2C1C(N(CC2)CC2=CC=C(C=C2)F)=O)C#N)C(=O)OCC (Ethyl 8-(benzyloxy)-6-cyano-2-(4-fluorobenzyl)-1-oxo-1,2,3,4-tetrahydropyrrolo[1,2-a]-pyrazine-7-carboxylate). Reaction SMILES: [CH2:1]([O:8][C:9]1[C:10]([C:28]([O:30][CH2:31][CH3:32])=[O:29])=[C:11](Br)[N:12]2[CH2:17][CH2:16][N:15]([CH2:18][C:19]3[CH:24]=[CH:23][C:22]([F:25])=[CH:21][CH:20]=3)[C:14](=[O:26])[C:13]=12)[C:2]1[CH:7]=[CH:6][CH:5]=[CH:4][CH:3]=1.C1(P(C2C=CC=CC=2)C2C=CC=CC=2)C=CC=CC=1.[CH3:52][N:53](C=O)C>[C-]#N.[Zn+2].[C-]#N.C1C=CC(/C=C/C(/C=C/C2C=CC=CC=2)=O)=CC=1.C1C=CC(/C=C/C(/C=C/C2C=CC=CC=2)=O)=CC=1.C1C=CC(/C=C/C(/C=C/C2C=CC=CC=2)=O)=CC=1.[Pd].[Pd]>[CH2:1]([O:8][C:9]1[C:10]([C:28]([O:30][CH2:31][CH3:32])=[O:29])=[C:11]([C:52]#[N:53])[N:12]2[CH2:17][CH2:16][N:15]([CH2:18][C:19]3[CH:24]=[CH:23][C:22]([F:25])=[CH:21][CH:20]=3)[C:14](=[O:26])[C:13]=12)[C:2]1[CH:7]=[CH:6][CH:5]=[CH:4][CH:3]=1 |f:3.4.5,6.7.8.9.10|. Reported procedure: A solution of ethyl 8-(benzyloxy)-6-bromo-2-(4-fluorobenzyl)-1-oxo-1,2,3,4-tetrahydropyrrolo[1,2-a]-pyrazine-7-carboxylate (1.40 g, 2.79 mmol; Example 1, Step 7), zinc cyanide (0.26 g, 2.23 mmol), tris(dibenzylideneacetone)dipalladium (0) (0.51 g, 0.56 mmol), triphenylphosphine (0.15 g, 0.56 mmol) in DMF (4.5 mL) was purged with nitrogen for 5 minutes. The reaction mixture was heated at 100° C. overnight and concentrated under vacuum. The reaction mixture was partitioned between dichloromethane ... Starting materials: ClC(CC(C)C)C1=C(OC(=C1)C1=CC=CC=C1)COC (3-(1-chloro-3-methylbutyl)-2-(methoxymethyl)-5-phenylfuran), NC1=CC=C(C=C1)C(=O)N(CCC(=O)OCC)C (ethyl 3-{[(4-aminophenyl)carbonyl](methyl)amino}propanoate), C([O-])([O-])=O.[Na+].[Na+] (sodium carbonate), [I-].[Na+] (sodium iodide). The solvent is CN(C(C)=O)C (N,N-dimethylacetamide), O (water). Run at temperature 80 celsius, time 8 hour. Yields the product COCC=1OC(=CC1C(CC(C)C)NC1=CC=C(C=C1)C(=O)N(CCC(=O)O)C)C1=CC=CC=C1 (3-[{[4-({1-[2-(methoxymethyl)-5-phenylfuran-3-yl]-3-methylbutyl}amino)phenyl]carbonyl}(methyl)amino]propanoic acid). Isolated yield 8.8%. Reaction SMILES: Cl[CH:2]([C:7]1[CH:11]=[C:10]([C:12]2[CH:17]=[CH:16][CH:15]=[CH:14][CH:13]=2)[O:9][C:8]=1[CH2:18][O:19][CH3:20])[CH2:3][CH:4]([CH3:6])[CH3:5].[NH2:21][C:22]1[CH:27]=[CH:26][C:25]([C:28]([N:30]([CH3:38])[CH2:31][CH2:32][C:33]([O:35]CC)=[O:34])=[O:29])=[CH:24][CH:23]=1.C(=O)([O-])[O-].[Na+].[Na+].[I-].[Na+]>CN(C)C(=O)C.O>[CH3:20][O:19][CH2:18][C:8]1[O:9][C:10]([C:12]2[CH:17]=[CH:16][CH:15]=[CH:14][CH:13]=2)=[CH:11][C:7]=1[CH:2]([NH:21][C:22]1[CH:23]=[CH:24][C:25]([C:28]([N:30]([CH3:38])[CH2:31][CH2:32][C:33]([OH:35])=[O:34])=[O:29])=[CH:26][CH:27]=1)[CH2:3][CH:4]([CH3:6])[CH3:5] |f:2.3.4,5.6|. Procedure: A mixture of 3-(1-chloro-3-methylbutyl)-2-(methoxymethyl)-5-phenylfuran (439 mg), ethyl 3-{[(4-aminophenyl)carbonyl](methyl)amino}propanoate (451 mg), sodium carbonate (191 mg) and sodium iodide (270 mg) in N,N-dimethylacetamide (10 mL) was stirred overnight at 80° C. The reaction mixture was poured into water, and the mixture was extracted with ethyl acetate. The organic layer was washed with saturated brine, and dried over magnesium sulfate. The solvent was evaporated under reduced pressure, a... Starting materials: Cl.NO (hydroxylamine hydrochloride), C([O-])(O)=O.[Na+] (sodium bicarbonate), C1(=CC=CC=C1)C (toluene), C1(CCCCC1)CC#N (2-cyclohexylacetonitrile). The solvent is C(C)(C)O (isopropyl alcohol). Reaction conditions: time 12.5 minute. The product is C1(CCCCC1)CC(NO)=N (2-cyclohexyl-N-hydroxyacetimidamide). RXN SMILES: Cl.[NH2:2][OH:3].C(=O)(O)[O-].[Na+].[CH:9]1([CH2:15][C:16]#[N:17])[CH2:14][CH2:13][CH2:12][CH2:11][CH2:10]1.C1(C)C=CC=CC=1>C(O)(C)C>[CH:9]1([CH2:15][C:16](=[NH:17])[NH:2][OH:3])[CH2:14][CH2:13][CH2:12][CH2:11][CH2:10]1 |f:0.1,2.3|. Reported procedure: To a solution of 0.846 g (8.1 mmol) of hydroxylamine hydrochloride in 11 mL of isopropyl alcohol, 1.499 g (17.8 mmol) of sodium bicarbonate was added. The resulting mixture was stirred at 25° C. to 30° C. for 10-15 min. 1.0 g (8.1 mmol) of 2-cyclohexylacetonitrile was added and stirred at 80° C. to 85° C. for 3-4 h. After completion of the reaction, the reaction mixture was cooled to 25° C. to 30° C., filtered and washed with 2 mL of isopropyl alcohol. The filtrate was collected and distilled ou... Reactants: N#Cc1ccc(Br)cc1F, O=C([O-])[O-], CC(=O)[O-], CC(=O)[O-], COc1cncc(-c2cccc3[nH]c4ccccc4c23)c1, [Cs+], [Cs+], C1COCCO1, [Pd+2]. Yields the product COc1cncc(-c2cccc3c2c2ccccc2n3-c2ccc(C#N)c(F)c2)c1. RXN SMILES: [Br:1][c:2]1[cH:3][c:4]([F:10])[c:5]([C:6]#[N:7])[cH:8][cH:9]1.[C:11](=[O:12])([O-:13])[O-:14].[C:44]([O-:45])(=[O:46])[CH3:47].[C:49]([O-:50])(=[O:51])[CH3:52].[CH3:17][O:18][c:19]1[cH:20][c:21](-[c:25]2[cH:26][cH:27][cH:28][c:29]3[nH:30][c:31]4[cH:32][cH:33][cH:34][cH:35][c:36]4[c:37]23)[cH:22][n:23][cH:24]1.[Cs+:15].[Cs+:16].[O:38]1[CH2:39][CH2:40][O:41][CH2:42][CH2:43]1.[Pd+2:48]>>[c:2]1(-[n:30]2[c:29]3[cH:28][cH:27][cH:26][c:25](-[c:21]4[cH:20][c:19]([O:18][CH3:17])[cH:24][n:23][cH:22]4)[c:37]3[c:36]3[c:31]2[cH:32][cH:33][cH:34][cH:35]3)[cH:3][c:4]([F:10])[c:5]([C:6]#[N:7])[cH:8][cH:9]1. Reactants: [BH4-], CO, NCC(=O)c1ccc(F)cc1, [Na+]. Product: NCC(O)c1ccc(F)cc1. RXN SMILES: [BH4-:12].[CH3:14][OH:15].[NH2:1][CH2:2][C:3](=[O:4])[c:5]1[cH:6][cH:7][c:8]([F:11])[cH:9][cH:10]1.[Na+:13]>>[NH2:1][CH2:2][CH:3]([OH:4])[c:5]1[cH:6][cH:7][c:8]([F:11])[cH:9][cH:10]1. Reactants: CCN=C=NCCCN(C)C, Cc1ncn(-c2cccc(N)c2)c1C, CN(C)c1ccncc1, ClCCl, Cl, O=C(O)c1cccc2c1[nH]c1ccccc12. Yields the product Cc1ncn(-c2cccc(NC(=O)c3cccc4c3[nH]c3ccccc34)c2)c1C. As a reaction SMILES: [CH2:32]([N:33]=[C:34]=[N:35][CH2:36][CH2:37][CH2:38][N:39]([CH3:40])[CH3:41])[CH3:42].[CH3:17][c:18]1[n:19][cH:20][n:21](-[c:24]2[cH:25][c:26]([NH2:27])[cH:28][cH:29][cH:30]2)[c:22]1[CH3:23].[CH3:46][N:47]([CH3:48])[c:49]1[cH:50][cH:51][n:52][cH:53][cH:54]1.[Cl:43][CH2:44][Cl:45].[ClH:31].[c:1]1([C:14](=[O:15])[OH:16])[cH:2][cH:3][cH:4][c:5]2[c:6]3[cH:7][cH:8][cH:9][cH:10][c:11]3[nH:12][c:13]12>>[c:1]1([C:14](=[O:16])[NH:27][c:26]2[cH:25][c:24](-[n:21]3[cH:20][n:19][c:18]([CH3:17])[c:22]3[CH3:23])[cH:30][cH:29][cH:28]2)[cH:2][cH:3][cH:4][c:5]2[c:6]3[cH:7][cH:8][cH:9][cH:10][c:11]3[nH:12][c:13]12.